Dataset: the Open Reaction Database (ORD), a public repository of structured organic reaction records. Task: describe an organic reaction: reactants, conditions, products, and yield The reactants are ClC=1C=CN2C(C(=CC(=C2C1C)C1CC1)C(=O)OC)=O (methyl 8-chloro-1-cyclopropyl-9-methyl-4-oxo-4H-quinolizine-3-carboxylate), CC1(OB(OC1(C)C)C1=CC=C(C=C1)NC(=O)N)C (1-(4-(4,4,5,5-tetramethyl-1,3,2-dioxaborolan-2-yl)-phenyl)-urea). The product is N(C(=O)N)C1=CC=C(C=C1)C=1C=CN2C(C(=CC(=C2C1C)C1CC1)C(=O)OC)=O (methyl 8-(4-ureido-phenyl)-1-cyclopropyl-9-methyl-4-oxo-4H-quinolizine-3-carboxylate). Yield: 28.5%. As a reaction SMILES: Cl[C:2]1[CH:3]=[CH:4][N:5]2[C:10]([C:11]=1[CH3:12])=[C:9]([CH:13]1[CH2:15][CH2:14]1)[CH:8]=[C:7]([C:16]([O:18][CH3:19])=[O:17])[C:6]2=[O:20].CC1(C)C(C)(C)OB([C:29]2[CH:34]=[CH:33][C:32]([NH:35][C:36]([NH2:38])=[O:37])=[CH:31][CH:30]=2)O1>>[NH:35]([C:32]1[CH:33]=[CH:34][C:29]([C:2]2[CH:3]=[CH:4][N:5]3[C:10]([C:11]=2[CH3:12])=[C:9]([CH:13]2[CH2:15][CH2:14]2)[CH:8]=[C:7]([C:16]([O:18][CH3:19])=[O:17])[C:6]3=[O:20])=[CH:30][CH:31]=1)[C:36]([NH2:38])=[O:37]. Reported procedure: Methyl 8-(4-ureido-phenyl)-1-cyclopropyl-9-methyl-4-oxo-4H-quinolizine-3-carboxylate was prepared according to General Procedure A from methyl 8-chloro-1-cyclopropyl-9-methyl-4-oxo-4H-quinolizine-3-carboxylate (75 mg, 0.26 mmol) and 1-(4-(4,4,5,5-tetramethyl-1,3,2-dioxaborolan-2-yl)-phenyl)-urea (84 mg, 0.32 mmol). Compound precipitated from solution and was filtered off and dried in vacuum to afford the title compound as a yellow solid (29 mg, 26%). Reactants: COC(CC(C)=O)=O (3-oxo-butyric acid methyl ester), FC1=CC=C(C=C1)NN (4-fluorophenylhydrazine). Run in C(C)(=O)O (acetic acid). Reaction conditions: temperature 120 celsius. Yields the product FC1=CC=C(C=C1)N1N=C(CC1=O)C (2-(4-fluoro-phenyl)-5-methyl-2,4-dihydro-pyrazol-3-one). Isolated yield 69.0%. RXN SMILES: C[O:2][C:3](=O)[CH2:4][C:5](=O)[CH3:6].[F:9][C:10]1[CH:15]=[CH:14][C:13]([NH:16][NH2:17])=[CH:12][CH:11]=1>C(O)(=O)C>[F:9][C:10]1[CH:15]=[CH:14][C:13]([N:16]2[C:3](=[O:2])[CH2:4][C:5]([CH3:6])=[N:17]2)=[CH:12][CH:11]=1. Reported procedure: To a solution of 3-oxo-butyric acid methyl ester (2.8 g) in acetic acid (6.5 mL) in a round bottom flask under argon was added 4-fluorophenylhydrazine (3.05 g). The mixture was immersed into an oil bath and heated to 120° C. overnight. The reaction vessel was then cooled and the acetic acid was evaporated in vacuo and the remaining solid was dissolved in EtOAc and water. The phases were separated and the aqueous phase was extracted with further EtOAc. The combined organic phases were washed with... Starting materials: C(\C=C/C(=O)O)(=O)O.C1(=CC=CC=C1)[C@@H](C)N[C@@H](CC(=O)OC(C)(C)C)CC1=C(C=C(C(=C1)F)F)F (tert-Butyl (3R)-3-[[(1R)-1-phenylethyl]amino]-4-(2,4,5-trifluorophenyl)-butanoate maleate salt), S(O)(O)(=O)=O (sulfuric acid), N (ammonia), [OH-].[Na+] (sodium hydroxide). Run in O (water). Conditions: time 1 hour. Product: C1(=CC=CC=C1)[C@@H](C)N[C@@H](CC(=O)O)CC1=C(C=C(C(=C1)F)F)F ((3R)-3-[[(1R)-1-phenylethyl]amino]-4-(2,4,5-trifluorophenyl)-butanoic acid). Reaction SMILES: C(O)(=O)/C=C\C(O)=O.[C:9]1([C@H:15]([NH:17][C@H:18]([CH2:27][C:28]2[CH:33]=[C:32]([F:34])[C:31]([F:35])=[CH:30][C:29]=2[F:36])[CH2:19][C:20]([O:22]C(C)(C)C)=[O:21])[CH3:16])[CH:14]=[CH:13][CH:12]=[CH:11][CH:10]=1.S(=O)(=O)(O)O.[OH-].[Na+].N>O>[C:9]1([C@H:15]([NH:17][C@H:18]([CH2:27][C:28]2[CH:33]=[C:32]([F:34])[C:31]([F:35])=[CH:30][C:29]=2[F:36])[CH2:19][C:20]([OH:22])=[O:21])[CH3:16])[CH:14]=[CH:13][CH:12]=[CH:11][CH:10]=1 |f:0.1,3.4|. Procedure: tert-Butyl (3R)-3-[[(1R)-1-phenylethyl]amino]-4-(2,4,5-trifluorophenyl)-butanoate maleate salt [C] (50 g) was stirred in a mixture of water (250 ml) and conc. sulfuric acid (16 ml) at 70° C. for 2 hours. The pH was adjusted to 4.2±0.2 with aqueous sodium hydroxide solution and then to 7.0±0.2 with ammonia solution. Filtered the solid and purified by suspending in water at 25±5° C. for 1 hr. Filtered and dried to yield 31.3 g (94.5% theoretical yield) of titled product [D], m.p. 144° C., purity b... The reactants are Cl (HCl), C([O-])(O)=O.[Na+] (sodium bicarbonate), BrCCOC=1C=CC=2C(=NON2)C1 (5-(2-Bromoethoxy)benzofurazan), Cl.CS(=O)(=O)NC=1C=CC2=C(C(CC3(CCNCC3)O2)=O)C1 (3,4-Dihydro-6-methanesulfonamidospiro[(2H)-1-benzopyran-2,4'-piperidine]-4-one hydrochloride), C([O-])(O)=O.[Na+] (sodium bicarbonate), [I-].[K+] (potassium iodide). The solvent is CCOC(=O)C (EtOAc), C(C)#N (acetonitrile). Conditions: time 2 hour. Yields the product Cl.N1=C2C(=NO1)C=C(C=C2)OCCN2CCC1(CC2)OC2=C(C(C1)=O)C=C(C=C2)NS(=O)(=O)C (3,4-Dihydro-1'-[2-(benzofurazan-5-oxy)ethyl]-6-methanesulfonamidospiro[(2H)-1-benzopyran-2,4'-piperidine]-4-one hydrochloride). Isolated yield 62.2%. RXN SMILES: Br[CH2:2][CH2:3][O:4][C:5]1[CH:6]=[CH:7][C:8]2[C:9]([CH:13]=1)=[N:10][O:11][N:12]=2.[ClH:14].[CH3:15][S:16]([NH:19][C:20]1[CH:21]=[CH:22][C:23]2[O:33][C:27]3([CH2:32][CH2:31][NH:30][CH2:29][CH2:28]3)[CH2:26][C:25](=[O:34])[C:24]=2[CH:35]=1)(=[O:18])=[O:17].C(=O)(O)[O-].[Na+].[I-].[K+].Cl>C(#N)C.CCOC(C)=O>[ClH:14].[N:12]1[O:11][N:10]=[C:9]2[CH:13]=[C:5]([O:4][CH2:3][CH2:2][N:30]3[CH2:31][CH2:32][C:27]4([CH2:26][C:25](=[O:34])[C:24]5[CH:35]=[C:20]([NH:19][S:16]([CH3:15])(=[O:17])=[O:18])[CH:21]=[CH:22][C:23]=5[O:33]4)[CH2:28][CH2:29]3)[CH:6]=[CH:7][C:8]=12 |f:1.2,3.4,5.6,10.11|. Reported procedure: 5-(2-Bromoethoxy)benzofurazan (87 mg, 0.36 mmol), 3,4-Dihydro-6-methanesulfonamidospiro[(2H)-1-benzopyran-2,4'-piperidine]-4-one hydrochloride (125 mg, 0.36 mmol), sodium bicarbonate (91 mg, 1.08 mmol) and potassium iodide (30 mg, 0.18 mmol) in acetonitrile (4 ml) were heated under reflux for 24 hr, cooled and aqueous sodium bicarbonate (saturated, 10 ml) was added. The mixture was extracted with dichloromethane (3×10 ml) and the combined organic fractions were dried (Na2SO4) and evaporated unde...